This data is from the Open Reaction Database (ORD), a public repository of structured organic reaction records. The task is: describe an organic reaction: reactants, conditions, products, and yield Run at time 17 hour. Procedure details: Trifluoroacetic acid (13.0 ml) is added to a solution of 1-((1,1-dimethylethoxy)-carbonyl)-4-(N-methyl-N-(3-nitro-2-pyridinyl)amino)piperidine (PREPARATION 49) in methylene chloride (100 ml) with cooling to -78°. The mixture is warmed to 20°-25°, stirred 17 hrs, cooled to 0° and basified to pH 12 with 5% sodium hydroxide. The phases are separated and the aqueous phase is extracted with methylene chloride (2×50 ml). The combined organic phases are dried over sodium sulfate and concentrated to giv... Yields the product CN(C1=NC=CC=C1[N+](=O)[O-])C1CCNCC1 (4-(N-methyl-N-(3-nitro-2-pyridinyl)amino)piperidine). Solvent: C(Cl)Cl (methylene chloride). Reaction SMILES: FC(F)(F)C(O)=O.CC(C)(OC([N:14]1[CH2:19][CH2:18][CH:17]([N:20]([CH3:30])[C:21]2[C:26]([N+:27]([O-:29])=[O:28])=[CH:25][CH:24]=[CH:23][N:22]=2)[CH2:16][CH2:15]1)=O)C.[OH-].[Na+]>C(Cl)Cl>[CH3:30][N:20]([CH:17]1[CH2:18][CH2:19][NH:14][CH2:15][CH2:16]1)[C:21]1[C:26]([N+:27]([O-:29])=[O:28])=[CH:25][CH:24]=[CH:23][N:22]=1 |f:2.3|. Reactants: FC(C(=O)O)(F)F (Trifluoroacetic acid), CC(C)(OC(=O)N1CCC(CC1)N(C1=NC=CC=C1[N+](=O)[O-])C)C (1-((1,1-dimethylethoxy)-carbonyl)-4-(N-methyl-N-(3-nitro-2-pyridinyl)amino)piperidine), [OH-].[Na+] (sodium hydroxide). Reactants: O=C=Nc1ccccc1F, CC(C)n1cc(C(=O)c2ccnc(N)c2)c2c(N)ncnc21, c1ccncc1. Product: CC(C)n1cc(C(=O)c2ccnc(NC(=O)Nc3ccccc3F)c2)c2c(N)ncnc21. As a reaction SMILES: [F:1][c:2]1[c:3]([N:8]=[C:9]=[O:10])[cH:4][cH:5][cH:6][cH:7]1.[NH2:11][c:12]1[c:13]2[c:14]([n:15][cH:16][n:17]1)[n:18]([CH:30]([CH3:31])[CH3:32])[cH:19][c:20]2[C:21](=[O:22])[c:23]1[cH:24][c:25]([NH2:29])[n:26][cH:27][cH:28]1.[cH:33]1[cH:34][cH:35][n:36][cH:37][cH:38]1>>[F:1][c:2]1[c:3]([NH:8][C:9](=[O:10])[NH:29][c:25]2[cH:24][c:23]([C:21]([c:20]3[c:13]4[c:12]([NH2:11])[n:17][cH:16][n:15][c:14]4[n:18]([CH:30]([CH3:31])[CH3:32])[cH:19]3)=[O:22])[cH:28][cH:27][n:26]2)[cH:4][cH:5][cH:6][cH:7]1. Starting materials: CC1S[C@H]2N(C(=C1)C(=O)OCC(Cl)(Cl)Cl)C(C2NC(CC2=CC=CC=C2)=O)=O (2,2,2-trichloroethyl 2-methyl-7-(2-phenylacetamido)-3-cephem-4-carboxylate). Reagents/catalysts: [Zn] (Zinc). Run in CN(C=O)C (dimethylformamide), C(C)(=O)O (acetic acid). Conditions: time 2 hour. The product is CC1S[C@H]2N(C(=C1)C(=O)O)C(C2NC(CC2=CC=CC=C2)=O)=O (2-methyl-7-(2-phenylacetamido)-3-cephem-4-carboxylic acid). Isolated yield 90.5%. RXN SMILES: [CH3:1][CH:2]1[CH:7]=[C:6]([C:8]([O:10]CC(Cl)(Cl)Cl)=[O:9])[N:5]2[C:16](=[O:28])[CH:17]([NH:18][C:19](=[O:27])[CH2:20][C:21]3[CH:26]=[CH:25][CH:24]=[CH:23][CH:22]=3)[C@H:4]2[S:3]1>CN(C)C=O.C(O)(=O)C.[Zn]>[CH3:1][CH:2]1[CH:7]=[C:6]([C:8]([OH:10])=[O:9])[N:5]2[C:16](=[O:28])[CH:17]([NH:18][C:19](=[O:27])[CH2:20][C:21]3[CH:22]=[CH:23][CH:24]=[CH:25][CH:26]=3)[C@H:4]2[S:3]1. Procedure: Zinc powder (2.4 g) was added under ice-cooling to a solution of 2,2,2-trichloroethyl 2-methyl-7-(2-phenylacetamido)-3-cephem-4-carboxylate (1.85 g) in a mixture of dimethylformamide (10 ml) and acetic acid (3 ml), and the mixture was stirred for 2 hours, after which the reaction mixture was filtered. The filtrate was poured into a mixture of ethyl acetate (50 ml), ice-water (50 ml) and 10% hydrochloric acid (2 ml), and then the ethyl acetate layer was separated. The aqueous layer was further ex... The reactants are C(C)(=O)NC1=NC=C(C(=C1)C=1OC(=C(N1)I)C(=O)OCC)C (ethyl 2-[2-(acetylamino)-5-methylpyridin-4-yl]-4-iodo-1,3-oxazole-5-carboxylate), ClC1=C(C=CC=C1)B(O)O ((2-chlorophenyl)boronic acid), C([O-])([O-])=O.[Cs+].[Cs+] (cesium carbonate). Reagents/catalysts: C=1C=CC(=CC1)[P](C=2C=CC=CC2)(C=3C=CC=CC3)[Pd]([P](C=4C=CC=CC4)(C=5C=CC=CC5)C=6C=CC=CC6)([P](C=7C=CC=CC7)(C=8C=CC=CC8)C=9C=CC=CC9)[P](C=1C=CC=CC1)(C=1C=CC=CC1)C=1C=CC=CC1 (tetrakis(triphenylphosphine)palladium(0)). Run in O1CCOCC1 (1,4-dioxane), O (water). Reaction conditions: time 8 hour. Yields the product C(C)(=O)NC1=NC=C(C(=C1)C=1OC(=C(N1)C1=C(C=CC=C1)Cl)C(=O)O)C (2-[2-(acetylamino)-5-methylpyridin-4-yl]-4-(2-chlorophenyl)-1,3-oxazole-5-carboxylic acid). As a reaction SMILES: [C:1]([NH:4][C:5]1[CH:10]=[C:9]([C:11]2[O:12][C:13]([C:17]([O:19]CC)=[O:18])=[C:14](I)[N:15]=2)[C:8]([CH3:22])=[CH:7][N:6]=1)(=[O:3])[CH3:2].[Cl:23][C:24]1[CH:29]=[CH:28][CH:27]=[CH:26][C:25]=1B(O)O.C(=O)([O-])[O-].[Cs+].[Cs+]>O1CCOCC1.O.C1C=CC([P]([Pd]([P](C2C=CC=CC=2)(C2C=CC=CC=2)C2C=CC=CC=2)([P](C2C=CC=CC=2)(C2C=CC=CC=2)C2C=CC=CC=2)[P](C2C=CC=CC=2)(C2C=CC=CC=2)C2C=CC=CC=2)(C2C=CC=CC=2)C2C=CC=CC=2)=CC=1>[C:1]([NH:4][C:5]1[CH:10]=[C:9]([C:11]2[O:12][C:13]([C:17]([OH:19])=[O:18])=[C:14]([C:25]3[CH:26]=[CH:27][CH:28]=[CH:29][C:24]=3[Cl:23])[N:15]=2)[C:8]([CH3:22])=[CH:7][N:6]=1)(=[O:3])[CH3:2] |f:2.3.4,^1:49,51,70,89|. Procedure: A mixture of ethyl 2-[2-(acetylamino)-5-methylpyridin-4-yl]-4-iodo-1,3-oxazole-5-carboxylate (0.14 g, 0.33 mmol), (2-chlorophenyl)boronic acid (0.076 g, 0.49 mmol), tetrakis(triphenylphosphine)palladium(0) (0.038 g, 0.032 mmol), and cesium carbonate (0.53 g, 1.62 mmol) in 1,4-dioxane (4.5 mL) and water (0.2 mL) was subjected to microwave irradiation at 150° C. for 20 min. The reaction mixture was filtered and the filtrate was concentrated. To the residue were added MeOH (10 mL) and aqueous NaOH ... The reactants are CO, [H][H], CC(C)(C)OC(=O)N1CCN(C(=O)c2ccc([N+](=O)[O-])cc2)CC1. The product is CC(C)(C)OC(=O)N1CCN(C(=O)c2ccc(N)cc2)CC1. Reaction SMILES: [CH3:27][OH:28].[H:25][H:26].[N+:1]([O-:2])(=[O:3])[c:4]1[cH:5][cH:6][c:7]([C:8](=[O:9])[N:10]2[CH2:11][CH2:12][N:13]([C:16](=[O:17])[O:18][C:19]([CH3:20])([CH3:21])[CH3:22])[CH2:14][CH2:15]2)[cH:23][cH:24]1>>[NH2:1][c:4]1[cH:5][cH:6][c:7]([C:8](=[O:9])[N:10]2[CH2:11][CH2:12][N:13]([C:16](=[O:17])[O:18][C:19]([CH3:20])([CH3:21])[CH3:22])[CH2:14][CH2:15]2)[cH:23][cH:24]1. The reactants are CC1=NN(C(=N1)C)C1=NC(=NC(=C1)C=C)C (4-(3,5-dimethyl-1H-1,2,4-triazol-1-yl)-2-methyl-6-vinylpyrimidine), [N+](=[N-])=CC(=O)OCC (ethyl diazoacetate). Solvent: C1(=CC=CC=C1)C (toluene). Reaction conditions: time 2 hour. Yields the product CC1=NN(C(=N1)C)C1=CC(=NC(=N1)C)C1C(C1)C(=O)OCC (ethyl 2-(6-(3,5-dimethyl-1H-1,2,4-triazol-1-yl)-2-methylpyrimidin-4-yl)cyclopropanecarboxylate). RXN SMILES: [CH3:1][C:2]1[N:6]=[C:5]([CH3:7])[N:4]([C:8]2[CH:13]=[C:12]([CH:14]=[CH2:15])[N:11]=[C:10]([CH3:16])[N:9]=2)[N:3]=1.[N+](=[CH:19][C:20]([O:22][CH2:23][CH3:24])=[O:21])=[N-]>C1(C)C=CC=CC=1>[CH3:1][C:2]1[N:6]=[C:5]([CH3:7])[N:4]([C:8]2[N:9]=[C:10]([CH3:16])[N:11]=[C:12]([CH:14]3[CH2:15][CH:19]3[C:20]([O:22][CH2:23][CH3:24])=[O:21])[CH:13]=2)[N:3]=1. Procedure: A solution of 4-(3,5-dimethyl-1H-1,2,4-triazol-1-yl)-2-methyl-6-vinylpyrimidine (2-3, 500 mg, 2.323 mmol 1.0 eq.) in toluene (35 mL) was heated under nitrogen to 120° C. To the reaction mixture was added ethyl diazoacetate (0.602 mL, 5.81 mmol, 2.5 eq.) dropwise. Upon complete addition, heating was continued for 2 hours. A mix of trans (major) and cis (minor) products were observed. Toluene was removed by roto-evaporation and the resulting residue purified by silica gel column chromatography (0-... Starting materials: C(C=1C(S)=CC=CC1)(=O)O (Thiosalicylic acid), N1=CC=CC=C1 (pyridine), C1(CCC1)C(=O)Cl (cyclobutanecarbonyl chloride). Run in C(C)(C)(C)OC (tert-butylmethyl ether), O (water), Cl (hydrochloric acid). Yields the product C1(CCC1)C(=O)SC1=C(C(=O)O)C=CC=C1 (2-[(Cyclobutylcarbonyl)thio]benzoic acid). The yield is 96.4%. As a reaction SMILES: [C:1]([OH:10])(=[O:9])[C:2]1[C:3](=[CH:5][CH:6]=[CH:7][CH:8]=1)[SH:4].N1C=CC=CC=1.[CH:17]1([C:21](Cl)=[O:22])[CH2:20][CH2:19][CH2:18]1>C(OC)(C)(C)C.O.Cl>[CH:17]1([C:21]([S:4][C:3]2[CH:5]=[CH:6][CH:7]=[CH:8][C:2]=2[C:1]([OH:10])=[O:9])=[O:22])[CH2:20][CH2:19][CH2:18]1. Procedure details: Thiosalicylic acid (6.17 g, 40 mmol) was suspended in tert-butylmethyl ether (100 ml) at room temperature. While stirring under ice cooling, pyridine (7.91 g, 100 mmol) and then cyclobutanecarbonyl chloride (5.00 g, 42 mmol) were dropwise added to the suspension. After the reaction mixture was stirred for 2 hours, the mixture was diluted with water and 6N hydrochloric acid was added thereto to make its liquid property acidic. The mixture was extracted (100 ml×3) with tert-butylmethyl ether-tetra...